From a dataset of the Open Reaction Database (ORD), a public repository of structured organic reaction records. describe an organic reaction: reactants, conditions, products, and yield Starting materials: BrC1=CC=C(C(=O)N(C(C)C)C(C)C)C=C1 (4-bromo-N,N-diisopropylbenzamide), B(OC(C)C)(OC(C)C)OC(C)C (triisopropyl borate), [Li+].CC(C)[N-]C(C)C (LDA). Solvent: C1CCOC1 (THF), C1CCOC1 (THF). Reaction conditions: time 8 hour. Yields the product BrC=1C=CC(=C(C1)B(O)O)C(=O)N(C(C)C)C(C)C ({5-bromo-2-[(diisopropylamino)carbonyl]phenyl}boronic acid). Reaction SMILES: [Br:1][C:2]1[CH:16]=[CH:15][C:5]([C:6]([N:8]([CH:12]([CH3:14])[CH3:13])[CH:9]([CH3:11])[CH3:10])=[O:7])=[CH:4][CH:3]=1.[B:17](OC(C)C)([O:22]C(C)C)[O:18]C(C)C.[Li+].CC([N-]C(C)C)C>C1COCC1>[Br:1][C:2]1[CH:3]=[CH:4][C:5]([C:6]([N:8]([CH:12]([CH3:14])[CH3:13])[CH:9]([CH3:10])[CH3:11])=[O:7])=[C:15]([B:17]([OH:22])[OH:18])[CH:16]=1 |f:2.3|. Procedure details: To a solution of 4-bromo-N,N-diisopropylbenzamide (1.0 g, 35 mmol) and triisopropyl borate (0.79 g, 4.2 mmol) in THF (20 mL) was added a freshly prepared solution of LDA in THF (4.6 mL, 4.6 mmol) dropwise at 20° C. over a 1 hour period under nitrogen. The reaction mixture was stirred overnight, quenched with saturated aqueous NH4Cl solution (20 mL), and extracted with ethyl acetate (3×30 mL). The combined organic layers were washed with brine (20 mL), dried over magnesium sulfate, filtered and c... Reactants: B, CSC, CO, O=C(O)c1cc(-c2ccccc2)c(=O)n2c1-c1sccc1CC2, C1CCOC1. The product is Cc1cc(-c2ccccc2)c(=O)n2c1-c1sccc1CC2. RXN SMILES: [BH3:27].[CH3:24][S:25][CH3:26].[CH3:28][OH:29].[O:1]=[c:2]1[n:3]2[c:8]([c:9]([C:18]([OH:19])=[O:20])[cH:10][c:11]1-[c:12]1[cH:13][cH:14][cH:15][cH:16][cH:17]1)-[c:7]1[c:6]([cH:23][cH:22][s:21]1)[CH2:5][CH2:4]2.[O:30]1[CH2:31][CH2:32][CH2:33][CH2:34]1>>[O:1]=[c:2]1[n:3]2[c:8]([c:9]([CH3:18])[cH:10][c:11]1-[c:12]1[cH:13][cH:14][cH:15][cH:16][cH:17]1)-[c:7]1[c:6]([cH:23][cH:22][s:21]1)[CH2:5][CH2:4]2.